This data is from the Open Reaction Database (ORD), a public repository of structured organic reaction records. The task is: describe an organic reaction: reactants, conditions, products, and yield Reactants: CS(C)=O, CCN(C(C)C)C(C)C, Fc1ccc(-c2csc(N3CCNCC3)n2)c(F)c1, O, O=C(Nc1cccnn1)OCC(Cl)(Cl)Cl. The product is O=C(Nc1cccnn1)N1CCN(c2nc(-c3ccc(F)cc3F)cs2)CC1. RXN SMILES: [CH3:45][S:46](=[O:47])[CH3:48].[CH:35]([N:36]([CH:37]([CH3:38])[CH3:39])[CH2:40][CH3:41])([CH3:42])[CH3:43].[F:16][c:17]1[c:18](-[c:24]2[n:25][c:26]([N:29]3[CH2:30][CH2:31][NH:32][CH2:33][CH2:34]3)[s:27][cH:28]2)[cH:19][cH:20][c:21]([F:23])[cH:22]1.[OH2:44].[n:1]1[n:2][c:3]([NH:7][C:8]([O:9][CH2:10][C:11]([Cl:12])([Cl:13])[Cl:14])=[O:15])[cH:4][cH:5][cH:6]1>>[n:1]1[n:2][c:3]([NH:7][C:8](=[O:15])[N:32]2[CH2:31][CH2:30][N:29]([c:26]3[n:25][c:24](-[c:18]4[c:17]([F:16])[cH:22][c:21]([F:23])[cH:20][cH:19]4)[cH:28][s:27]3)[CH2:34][CH2:33]2)[cH:4][cH:5][cH:6]1. Reactants: FC(CN=C(NC1=NN(C=C1)CCOCC1=CC=C(C#N)C=C1)N)(F)F (4-(2-[3-(2-[2,2,2-trifluoroethyl]guanidino)pyrazol-1-yl]ethoxymethyl)benzonitrile), OO (hydrogen peroxide), [OH-].[Na+] (NaOH). Run in CO (MeOH). Conditions: time 2.25 hour. Yields the product FC(CN=C(NC1=NN(C=C1)CCOCC1=CC=C(C(=O)N)C=C1)N)(F)F (4-(2-[3-(2-[2,2,2-trifluoroethyl]guanidino)pyrazol-1-yl]ethoxymethyl)benzamide). Yield: 31.0%. As a reaction SMILES: [F:1][C:2]([F:26])([F:25])[CH2:3][N:4]=[C:5]([NH2:24])[NH:6][C:7]1[CH:11]=[CH:10][N:9]([CH2:12][CH2:13][O:14][CH2:15][C:16]2[CH:23]=[CH:22][C:19]([C:20]#[N:21])=[CH:18][CH:17]=2)[N:8]=1.[OH:27]O.[OH-].[Na+]>CO>[F:26][C:2]([F:1])([F:25])[CH2:3][N:4]=[C:5]([NH2:24])[NH:6][C:7]1[CH:11]=[CH:10][N:9]([CH2:12][CH2:13][O:14][CH2:15][C:16]2[CH:23]=[CH:22][C:19]([C:20]([NH2:21])=[O:27])=[CH:18][CH:17]=2)[N:8]=1 |f:2.3|. Procedure: To a solution of 4-(2-[3-(2-[2,2,2-trifluoroethyl]guanidino)pyrazol-1-yl]ethoxymethyl)benzonitrile (650 mg.) in MeOH (5 ml.) was added hydrogen peroxide (30%, 100 volume) (2 ml.) followed by N aqueous NaOH (1 ml.). The mixture was then stirred at room temperature for 2.25 hours. The solvent was then evaporated in vacuo to give a yellow gum (700 mg.). This gum was purified by medium pressure chromatography using EtOAc/EtOH/triethylamine 96:3:1 v/v/v as eluant to give 4-(2-[3-(2-[2,2,2-trifluoroet...